From a dataset of the Open Reaction Database (ORD), a public repository of structured organic reaction records. describe an organic reaction: reactants, conditions, products, and yield The reactants are COCc1cc([N+](=O)[O-])ccc1-n1cccc(Br)c1=O, CCCCC([Sn])=C(CCCC)CCCC, C1COCCO1, c1ccc(P(c2ccccc2)(c2ccccc2)[Pd](P(c2ccccc2)(c2ccccc2)c2ccccc2)(P(c2ccccc2)(c2ccccc2)c2ccccc2)P(c2ccccc2)(c2ccccc2)c2ccccc2)cc1. Yields the product C=Cc1cccn(-c2ccc([N+](=O)[O-])cc2COC)c1=O. Reaction SMILES: [Br:1][c:2]1[c:3](=[O:20])[n:4](-[c:8]2[c:9]([CH2:17][O:18][CH3:19])[cH:10][c:11]([N+:14](=[O:15])[O-:16])[cH:12][cH:13]2)[cH:5][cH:6][cH:7]1.[CH2:21]([CH2:22][CH2:34][CH3:35])[C:23]([Sn:24])=[C:25]([CH2:26][CH2:27][CH2:28][CH3:29])[CH2:30][CH2:31][CH2:32][CH3:33].[O:36]1[CH2:37][CH2:38][O:39][CH2:40][CH2:41]1.[cH:42]1[cH:43][cH:44][c:45]([P:46]([Pd:47]([P:48]([c:49]2[cH:50][cH:51][cH:52][cH:53][cH:54]2)([c:55]2[cH:56][cH:57][cH:58][cH:59][cH:60]2)[c:61]2[cH:62][cH:63][cH:64][cH:65][cH:66]2)([P:67]([c:68]2[cH:69][cH:70][cH:71][cH:72][cH:73]2)([c:74]2[cH:75][cH:76][cH:77][cH:78][cH:79]2)[c:80]2[cH:81][cH:82][cH:83][cH:84][cH:85]2)[P:86]([c:87]2[cH:88][cH:89][cH:90][cH:91][cH:92]2)([c:93]2[cH:94][cH:95][cH:96][cH:97][cH:98]2)[c:99]2[cH:100][cH:101][cH:102][cH:103][cH:104]2)([c:105]2[cH:106][cH:107][cH:108][cH:109][cH:110]2)[c:111]2[cH:112][cH:113][cH:114][cH:115][cH:116]2)[cH:117][cH:118]1>>[c:2]1([CH:21]=[CH2:22])[c:3](=[O:20])[n:4](-[c:8]2[c:9]([CH2:17][O:18][CH3:19])[cH:10][c:11]([N+:14](=[O:15])[O-:16])[cH:12][cH:13]2)[cH:5][cH:6][cH:7]1.